This data is from the Open Reaction Database (ORD), a public repository of structured organic reaction records. The task is: describe an organic reaction: reactants, conditions, products, and yield Starting materials: C[Si](C)(C)CCOCn1nc(-c2cccc(Br)n2)c2cnc(NCCN3CCOCC3)nc21, CC(C)(C)OC(=O)NCCC(N)c1ccccc1, [K+], [K+], N#N, O=C([O-])[O-], C1COCCO1, O=C(C=Cc1ccccc1)C=Cc1ccccc1, O=C(C=Cc1ccccc1)C=Cc1ccccc1, O=C(C=Cc1ccccc1)C=Cc1ccccc1, [Pd], [Pd]. Product: CC(C)(C)OC(=O)NCCC(Nc1cccc(-c2nn(COCC[Si](C)(C)C)c3nc(NCCN4CCOCC4)ncc23)n1)c1ccccc1. As a reaction SMILES: [Br:1][c:2]1[cH:3][cH:4][cH:5][c:6](-[c:8]2[n:9][n:10]([CH2:26][O:27][CH2:28][CH2:29][Si:30]([CH3:31])([CH3:32])[CH3:33])[c:11]3[n:12][c:13]([NH:17][CH2:18][CH2:19][N:20]4[CH2:21][CH2:22][O:23][CH2:24][CH2:25]4)[n:14][cH:15][c:16]23)[n:7]1.[C:34]([CH3:35])([CH3:36])([CH3:37])[O:38][C:39]([NH:40][CH2:41][CH2:42][CH:43]([c:44]1[cH:45][cH:46][cH:47][cH:48][cH:49]1)[NH2:50])=[O:51].[K+:52].[K+:53].[N:58]#[N:59].[O-:54][C:55]([O-:56])=[O:57].[O:116]1[CH2:117][CH2:118][O:119][CH2:120][CH2:121]1.[O:62]=[C:63]([CH:64]=[CH:65][c:66]1[cH:67][cH:68][cH:69][cH:70][cH:71]1)[CH:72]=[CH:73][c:74]1[cH:75][cH:76][cH:77][cH:78][cH:79]1.[O:80]=[C:81]([CH:82]=[CH:83][c:84]1[cH:85][cH:86][cH:87][cH:88][cH:89]1)[CH:90]=[CH:91][c:92]1[cH:93][cH:94][cH:95][cH:96][cH:97]1.[O:98]=[C:99]([CH:100]=[CH:101][c:102]1[cH:103][cH:104][cH:105][cH:106][cH:107]1)[CH:108]=[CH:109][c:110]1[cH:111][cH:112][cH:113][cH:114][cH:115]1.[Pd:60].[Pd:61]>>[c:2]1([NH:50][CH:43]([CH2:42][CH2:41][NH:40][C:39]([O:38][C:34]([CH3:35])([CH3:36])[CH3:37])=[O:51])[c:44]2[cH:45][cH:46][cH:47][cH:48][cH:49]2)[cH:3][cH:4][cH:5][c:6](-[c:8]2[n:9][n:10]([CH2:26][O:27][CH2:28][CH2:29][Si:30]([CH3:31])([CH3:32])[CH3:33])[c:11]3[n:12][c:13]([NH:17][CH2:18][CH2:19][N:20]4[CH2:21][CH2:22][O:23][CH2:24][CH2:25]4)[n:14][cH:15][c:16]23)[n:7]1. The reactants are C(C)OC(\C=C\C1=CC=C(C=C1)N1CCC(CC1)NC[C@@H](C1=CC(=C(C=C1)O)NS(=O)(=O)C)O)=O ((E)-3-(4-{4-[(2R)-2-hydroxy-2-(4-hydroxy-3-methanesulfonylamino-phenyl)-ethylamino]-piperidine-1-yl}-phenyl)-acrylic acid ethyl ester), [OH-].[Na+] (NaOH), C(C)(=O)O (acetic acid). Solvent: C(C)O (ethanol). Run at time 18 hour. Product: O[C@@H](CNC1CCN(CC1)C1=CC=C(C=C1)/C=C/C(=O)O)C1=CC(=C(C=C1)O)NS(=O)(=O)C ((2E)-3-(4-{4-[(2R)-2-Hydroxy-2-(4-hydroxy-3-methanesulfonylamino-phenyl)-ethylamino]-piperidine-1-yl}-phenyl)-acrylic acid). The yield is 94.6%. RXN SMILES: C([O:3][C:4](=[O:35])/[CH:5]=[CH:6]/[C:7]1[CH:12]=[CH:11][C:10]([N:13]2[CH2:18][CH2:17][CH:16]([NH:19][CH2:20][C@H:21]([OH:34])[C:22]3[CH:27]=[CH:26][C:25]([OH:28])=[C:24]([NH:29][S:30]([CH3:33])(=[O:32])=[O:31])[CH:23]=3)[CH2:15][CH2:14]2)=[CH:9][CH:8]=1)C.[OH-].[Na+].C(O)(=O)C>C(O)C>[OH:34][C@H:21]([C:22]1[CH:27]=[CH:26][C:25]([OH:28])=[C:24]([NH:29][S:30]([CH3:33])(=[O:31])=[O:32])[CH:23]=1)[CH2:20][NH:19][CH:16]1[CH2:17][CH2:18][N:13]([C:10]2[CH:9]=[CH:8][C:7](/[CH:6]=[CH:5]/[C:4]([OH:35])=[O:3])=[CH:12][CH:11]=2)[CH2:14][CH2:15]1 |f:1.2|. Reported procedure: A solution of 0.10 g (0.2 mmol) of (E)-3-(4-{4-[(2R)-2-hydroxy-2-(4-hydroxy-3-methanesulfonylamino-phenyl)-ethylamino]-piperidine-1-yl}-phenyl)-acrylic acid ethyl ester (which was obtained in Example 183) in ethanol (3 mL) was treated with 3 mL of 1 N NaOH. After 18 h at room temperature, the mixture was acidified with acetic acid. The resulting suspension was filtered and the precipitate was washed with water, and dried in vacuo to give 0.09 g of a tan solid; m.p. 220° C.; 1H NMR (DMSO-d6) δ 1....